From a dataset of the Open Reaction Database (ORD), a public repository of structured organic reaction records. describe an organic reaction: reactants, conditions, products, and yield The reactants are C(C1=CC=CC=C1)OC1=C(OCC(O)C2=CC=CC=C2)C=C(C=C1)OCC1=CC=CC=C1 (2-[2,5-bis(benzyloxy)phenoxy]-1-phenylethanol). Reagents/catalysts: [Pd] (palladium on charcoal). Run in C(C)O (ethanol). The product is OC(COC1=C(C=CC(=C1)O)O)C1=CC=CC=C1 (2-(2-Hydroxy-2-phenylethoxy)benzene-1,4-diol). RXN SMILES: C([O:8][C:9]1[CH:24]=[CH:23][C:22]([O:25]CC2C=CC=CC=2)=[CH:21][C:10]=1[O:11][CH2:12][CH:13]([C:15]1[CH:20]=[CH:19][CH:18]=[CH:17][CH:16]=1)[OH:14])C1C=CC=CC=1>C(O)C.[Pd]>[OH:14][CH:13]([C:15]1[CH:20]=[CH:19][CH:18]=[CH:17][CH:16]=1)[CH2:12][O:11][C:10]1[CH:21]=[C:22]([OH:25])[CH:23]=[CH:24][C:9]=1[OH:8]. Procedure: A solution of 2-[2,5-bis(benzyloxy)phenoxy]-1-phenylethanol (3.9 g) in ethanol (175 ml) was hydrogenated in the presence of 10% palladium on charcoal (100 mg) at 30 psi. The catalyst was removed by filtration and the solvent was evaporated under reduced pressure. The residue was recrystallized from the mixture of toluene-ethyl acetate 8:1 (15 ml). The yield of 2-(2-Hydroxy-2-phenylethoxy)-benzene-1,4-diol is 1.2 g. 1H NMR (DMSO-d6) δ=3.79 (dd, J=9.6, 8.3 Hz, 1H), 4.00 (dd, J=9.6, 3.6 Hz, 1H), 4.... Starting materials: CCN=C=NCCCN(C)C (EDCI), C=1C=CC2=C(C1)N=NN2O (HOBT), Cl.CC1=CC2=C(N(C(=N2)C(C)(C)O)C2CCNCC2)C=C1 (2-(5-methyl-1-piperidin-4-yl-1H-benzoimidazol-2-yl)-propan-2-ol hydrochloride salt), C(C)(C)N(C(C)C)CC (N,N-diisopropylethylamine), C(C)(C)(C)OC(=O)NC=1C=C2CC(CC2=CC1)C(=O)O (5-tert-butoxycarbonylamino-indan-2-carboxylic acid). The solvent is O (water), CN(C)C=O (DMF). Conditions: time 10 minute. The product is C(C)(C)(C)OC(NC=1C=C2CC(CC2=CC1)C(=O)N1CCC(CC1)N1C(=NC2=C1C=CC(=C2)C)C(C)(C)O)=O ((2-{4-[2-(1-hydroxy-1-methyl-ethyl)-5-methyl-benzoimidazol-1-yl]-piperidine-1-carbonyl}-indan-5-yl)-carbamic acid tert-butyl ester). Yield: 90.8%. Reaction SMILES: Cl.[CH3:2][C:3]1[CH:21]=[CH:20][C:6]2[N:7]([CH:14]3[CH2:19][CH2:18][NH:17][CH2:16][CH2:15]3)[C:8]([C:10]([OH:13])([CH3:12])[CH3:11])=[N:9][C:5]=2[CH:4]=1.C(N(CC)C(C)C)(C)C.[C:31]([O:35][C:36]([NH:38][C:39]1[CH:40]=[C:41]2[C:45](=[CH:46][CH:47]=1)[CH2:44][CH:43]([C:48](O)=[O:49])[CH2:42]2)=[O:37])([CH3:34])([CH3:33])[CH3:32].CCN=C=NCCCN(C)C.C1C=CC2N(O)N=NC=2C=1>CN(C=O)C.O>[C:31]([O:35][C:36](=[O:37])[NH:38][C:39]1[CH:40]=[C:41]2[C:45](=[CH:46][CH:47]=1)[CH2:44][CH:43]([C:48]([N:17]1[CH2:16][CH2:15][CH:14]([N:7]3[C:6]4[CH:20]=[CH:21][C:3]([CH3:2])=[CH:4][C:5]=4[N:9]=[C:8]3[C:10]([OH:13])([CH3:12])[CH3:11])[CH2:19][CH2:18]1)=[O:49])[CH2:42]2)([CH3:34])([CH3:32])[CH3:33] |f:0.1|. Procedure details: To a solution of 2-(5-methyl-1-piperidin-4-yl-1H-benzoimidazol-2-yl)-propan-2-ol hydrochloride salt (158 mg, 0.55 mmol) in DMF (5 ml) was added N,N-diisopropylethylamine (150 mg, 1.15 mmol). After stirring for 10 minutes, 5-tert-butoxycarbonylamino-indan-2-carboxylic acid (140 mg, 0.55 mmol) was added to the reaction mixture followed by EDCI (195 mg, 1.10 mmol) and HOBT (137 mg, 1.10 mmol). After stirring at rt for 4 hours, the reaction mixture was diluted with water, and the aqueous layer was e... Reactants: [N+](=O)([O-])/C=C/C1=C(C=CC=C1)C(F)(F)F ((E)-1-(2-Nitrovinyl)-2-(trifluoromethyl)benzene), CCN([Si](C)(C)C)COC (methyl-methoxymethyltrimethylsilanyl-methylamine), FC(C(=O)O)(F)F (Trifluoroacetic acid). Run in C(Cl)Cl (DCM), C(Cl)Cl (DCM). Reaction conditions: temperature 0 celsius, time 30 minute. The product is C(N)([O-])=O (carbamate), CN1CC(C(C1)C1=C(C=CC=C1)C(F)(F)F)[N+](=O)[O-] (1-methyl-3-nitro-4-(2-(trifluoromethyl)phenyl) pyrrolidine). RXN SMILES: [N+:1](/[CH:4]=[CH:5]/[C:6]1[CH:11]=[CH:10][CH:9]=[CH:8][C:7]=1[C:12]([F:15])([F:14])[F:13])([O-:3])=[O:2].C[CH2:17][N:18]([CH2:23][O:24]C)[Si](C)(C)C.F[C:27](F)(F)C(O)=O>C(Cl)Cl>[C:23](=[O:24])([O-:2])[NH2:18].[CH3:17][N:18]1[CH2:23][CH:5]([C:6]2[CH:11]=[CH:10][CH:9]=[CH:8][C:7]=2[C:12]([F:13])([F:14])[F:15])[CH:4]([N+:1]([O-:3])=[O:2])[CH2:27]1. Procedure details: (E)-1-(2-Nitrovinyl)-2-(trifluoromethyl)benzene (230.8 mg, 1.063 mmol) and methyl-methoxymethyltrimethylsilanyl-methylamine (206 mg, 1.275 mmol) was dissolved in DCM (4 mL) and cooled to 0° C. under N2. Trifluoroacetic acid (8.19 μL, 0.106 mmol) was then added and the reaction mixture was stirred at 0° C. for 30 min then warmed to room temperature and stirred for 2 h. The reaction mixture was diluted with DCM and washed with brine. The combined organic layers were dried over Na2SO4, filtered, an... The reactants are BrC1=C(C=CC=C1)C(CSC1=CC=C(C=C1)Br)=O (1-(2-bromophenyl)-2-(4-bromophenylthio)ethanone), BrC1=CC=C(C=O)C=C1 (4-bromobenzaldehyde). Yields the product BrC1=C(C=CC=C1)C(/C(=C\C1=CC=C(C=C1)Br)/SC1=CC=C(C=C1)Br)=O ((E)-1-(2-Bromophenyl)-2-(4-bromophenylthio)-3-(4-bromophenyl)-prop-2-en-1-one). Reaction SMILES: [Br:1][C:2]1[CH:7]=[CH:6][CH:5]=[CH:4][C:3]=1[C:8](=[O:18])[CH2:9][S:10][C:11]1[CH:16]=[CH:15][C:14]([Br:17])=[CH:13][CH:12]=1.[Br:19][C:20]1[CH:27]=[CH:26][C:23]([CH:24]=O)=[CH:22][CH:21]=1>>[Br:1][C:2]1[CH:7]=[CH:6][CH:5]=[CH:4][C:3]=1[C:8](=[O:18])/[C:9](/[S:10][C:11]1[CH:16]=[CH:15][C:14]([Br:17])=[CH:13][CH:12]=1)=[CH:24]\[C:23]1[CH:26]=[CH:27][C:20]([Br:19])=[CH:21][CH:22]=1. Procedure details: The title compound is prepared by the methods described in Synthesis Example 1. A solution of 1-(2-bromophenyl)-2-(4-bromophenylthio)ethanone (10 mmol) and 4-bromobenzaldehyde (10 mmol) was subjected to the procedure described as Method B in part C of Synthesis Example 1 and the product obtained was purified by column chromatography. Solvent: C(C)O (ethanol), C(C)O (ethanol), C(C)(=O)OCC (ethyl acetate). Conditions: time 8 hour. Reactants: N(=[N+]=[N-])C1=CC=C(C=C1)OC (1-azido-4-methoxy-benzene), ClC1=C(C=CC(=C1)Cl)CC#N ((2,4-dichloro-phenyl)-acetonitrile), C[O-].[Na+] (sodium methoxide), ice. Isolated yield 25.4%. The product is ClC1=C(C=CC(=C1)Cl)C1=C(N(N=N1)C1=CC=C(C=C1)OC)N (5-(2,4-Dichloro-phenyl)-3-(4-methoxy-phenyl)-3H-[1,2,3]triazol-4-ylamine). Procedure details: To an ice-cooled and stirred mixture of 1-azido-4-methoxy-benzene (0.750 g, 1 eq) and commercial (2,4-dichloro-phenyl)-acetonitrile (1.12 g, 1.2 eq) in ethanol (10 ml) kept under nitrogen, a solution of sodium methoxide (0.408 g, 1.5 eq) in ethanol (10 ml) is added drop-wise (25 min). After the addition, the reaction mixture is allowed to reach room temperature spontaneously and stirring is then continued overnight at room temperature. The resulting reaction mixture is diluted with ethyl acetate... RXN SMILES: [N:1]([C:4]1[CH:9]=[CH:8][C:7]([O:10][CH3:11])=[CH:6][CH:5]=1)=[N+:2]=[N-:3].[Cl:12][C:13]1[CH:18]=[C:17]([Cl:19])[CH:16]=[CH:15][C:14]=1[CH2:20][C:21]#[N:22].C[O-].[Na+]>C(O)C.C(OCC)(=O)C>[Cl:12][C:13]1[CH:18]=[C:17]([Cl:19])[CH:16]=[CH:15][C:14]=1[C:20]1[N:3]=[N:2][N:1]([C:4]2[CH:5]=[CH:6][C:7]([O:10][CH3:11])=[CH:8][CH:9]=2)[C:21]=1[NH2:22] |f:2.3|.